From a dataset of the Open Reaction Database (ORD), a public repository of structured organic reaction records. describe an organic reaction: reactants, conditions, products, and yield Starting materials: CCC(=O)CCC=C(C)CC(C)C, C=CBr, [Mg], C1CCOC1, O=S(=O)(O)O. The product is C=CC(O)(CC)CCC=C(C)CC(C)C. As a reaction SMILES: [CH3:5][C:6](=[CH:7][CH2:8][CH2:9][C:10]([CH2:11][CH3:12])=[O:13])[CH2:14][CH:15]([CH3:16])[CH3:17].[CH:2](=[CH2:3])[Br:4].[Mg:1].[O:23]1[CH2:24][CH2:25][CH2:26][CH2:27]1.[S:18](=[O:19])(=[O:20])([OH:21])[OH:22]>>[CH:2](=[CH2:3])[C:10]([CH2:9][CH2:8][CH:7]=[C:6]([CH3:5])[CH2:14][CH:15]([CH3:16])[CH3:17])([CH2:11][CH3:12])[OH:13].